This data is from the Open Reaction Database (ORD), a public repository of structured organic reaction records. The task is: describe an organic reaction: reactants, conditions, products, and yield Reactants: C(C(C)(C)C)(=O)Cl (pivaloyl chloride), [H-].[Na+] (sodium hydride), C1=CC=CC=C1 (benzene), FC(C1=C(C=NC=C1)C(O)C=1C=NC=CC1C(F)(F)F)(F)F (1,1-bis-(4-trifluoromethylpyrid-3-yl)methanol). The solvent is CN(C=O)C (dimethylformamide). Conditions: temperature 50 celsius. The product is FC(C1=C(C=NC=C1)C(OC(C(C)(C)C)=O)C=1C=NC=CC1C(F)(F)F)(F)F (1,1-bis-(4-trifluoromethylpyrid-3-yl)-1-trimethylacetoxymethane). Isolated yield 63.4%. RXN SMILES: [H-].[Na+].C1C=CC=CC=1.[F:9][C:10]([F:30])([F:29])[C:11]1[CH:16]=[CH:15][N:14]=[CH:13][C:12]=1[CH:17]([C:19]1[CH:20]=[N:21][CH:22]=[CH:23][C:24]=1[C:25]([F:28])([F:27])[F:26])[OH:18].[C:31](Cl)(=[O:36])[C:32]([CH3:35])([CH3:34])[CH3:33]>CN(C)C=O>[F:28][C:25]([F:27])([F:26])[C:24]1[CH:23]=[CH:22][N:21]=[CH:20][C:19]=1[CH:17]([C:12]1[CH:13]=[N:14][CH:15]=[CH:16][C:11]=1[C:10]([F:9])([F:29])[F:30])[O:18][C:31](=[O:36])[C:32]([CH3:35])([CH3:34])[CH3:33] |f:0.1|. Procedure: To a mixture of 0.029 g of sodium hydride in 20 ml of a 1:1 solution of benzene and dimethylformamide were added 0.25 grams of 1,1-bis-(4-trifluoromethylpyrid-3-yl)methanol. After the gas evolution had subsided, 0.14 grams of pivaloyl chloride were added. After stirring for an hour at 50° C., the reaction mixture was partitioned between 25 ml of water and 50 ml of ethyl ether. The ethyl ether layer was washed with water, washed with a saturated sodium chloride solution, dried over magnesium sulf... Starting materials: [OH-].[K+] (potassium hydroxide), ClC1=C(C=CC=C1Cl)SC1=C(C=C(S1)C(=O)OCC)[N+](=O)[O-] (ethyl 5-(2,3-dichlorophenylsulfanyl)-4-nitrothiophene-2-carboxylate). The solvent is O (water), IMS, O (water). Conditions: time 72 hour. Product: ClC1=C(C=CC=C1Cl)SC1=C(C=C(S1)C(=O)O)[N+](=O)[O-] (5-(2,3-dichlorophenylsulfanyl)-4-nitrothiophene-2-carboxylic acid). Isolated yield 26.3%. Reaction SMILES: [OH-].[K+].[Cl:3][C:4]1[C:9]([Cl:10])=[CH:8][CH:7]=[CH:6][C:5]=1[S:11][C:12]1[S:16][C:15]([C:17]([O:19]CC)=[O:18])=[CH:14][C:13]=1[N+:22]([O-:24])=[O:23]>O>[Cl:3][C:4]1[C:9]([Cl:10])=[CH:8][CH:7]=[CH:6][C:5]=1[S:11][C:12]1[S:16][C:15]([C:17]([OH:19])=[O:18])=[CH:14][C:13]=1[N+:22]([O-:24])=[O:23] |f:0.1|. Reported procedure: A solution of potassium hydroxide (72 mg, 1.27 mmol) in water (3.5 mL) was added to a suspension of ethyl 5-(2,3-dichlorophenylsulfanyl)-4-nitrothiophene-2-carboxylate (0.24 g, 0.63 mmol) in IMS (2 mL) and the resulting mixture was stirred at ambient temperature for 72 hours. After this time the mixture was diluted with water (4.5 mL) and washed the diethyl ether (2×5 mL). The aqueous phase was then acidified to pH 1 by the addition of 20% hydrochloric acid. The oil formed which solidified after...